This data is from the Open Reaction Database (ORD), a public repository of structured organic reaction records. The task is: describe an organic reaction: reactants, conditions, products, and yield Reactants: BrC=1C(=NC=CC1)N (3-bromopyridin-2-amine), [Si](C)(C)(C(C)(C)C)OC1=CC=C(C=C1)B(O)O (4-(tert-butyldimethylsilyloxy)phenylboronic acid), C([O-])([O-])=O.[Na+].[Na+] (sodium carbonate). Reagents/catalysts: C=1C=CC(=CC1)[P](C=2C=CC=CC2)(C=3C=CC=CC3)[Pd]([P](C=4C=CC=CC4)(C=5C=CC=CC5)C=6C=CC=CC6)([P](C=7C=CC=CC7)(C=8C=CC=CC8)C=9C=CC=CC9)[P](C=1C=CC=CC1)(C=1C=CC=CC1)C=1C=CC=CC1 (Tetrakis(triphenylphosphine)palladium(0)). The solvent is COCCOC (DME), O (water). Run at temperature 100 celsius, time 6 hour. Product: NC1=NC=CC=C1C1=CC=C(C=C1)O (4-(2-aminopyridin-3-yl)phenol). The yield is 35.6%. RXN SMILES: Br[C:2]1[C:3]([NH2:8])=[N:4][CH:5]=[CH:6][CH:7]=1.[Si]([O:16][C:17]1[CH:22]=[CH:21][C:20](B(O)O)=[CH:19][CH:18]=1)(C(C)(C)C)(C)C.C(=O)([O-])[O-].[Na+].[Na+]>COCCOC.O.C1C=CC([P]([Pd]([P](C2C=CC=CC=2)(C2C=CC=CC=2)C2C=CC=CC=2)([P](C2C=CC=CC=2)(C2C=CC=CC=2)C2C=CC=CC=2)[P](C2C=CC=CC=2)(C2C=CC=CC=2)C2C=CC=CC=2)(C2C=CC=CC=2)C2C=CC=CC=2)=CC=1>[NH2:8][C:3]1[C:2]([C:20]2[CH:21]=[CH:22][C:17]([OH:16])=[CH:18][CH:19]=2)=[CH:7][CH:6]=[CH:5][N:4]=1 |f:2.3.4,^1:42,44,63,82|. Reported procedure: Tetrakis(triphenylphosphine)palladium(0) (1.38 g) was added to a suspension of 3-bromopyridin-2-amine (20.6 g), 4-(tert-butyldimethylsilyloxy)phenylboronic acid (39.0 g) and sodium carbonate (25.2 g) in DME (650 mL) and water (130 mL) and the mixture was stirred at 100° C. under nitrogen 6 hr. Volatiles were removed in vacuo, water and EtOAc were added and the organic layer was separated, washed with brine, dried over anhydrous sodium sulfate and concentrated in vacuo. The residue was crystalliz... The reactants are C(C)OC(=O)[C@H]1CN(CCC1)CCOCC=C(C1=CC=CC=C1)C1=CC(=CC=C1)Cl ((R)-N-(2-(3-(3-Chlorophenyl)-3-phenyl-2-propen-1-yloxy)-ethyl)-3-piperidinecarboxylic acid ethyl ester), [OH-].[Na+] (sodium hydroxide). Solvent: C(C)O (ethanol). Run at time 5 hour. Yields the product ClC=1C=C(C=CC1)C(=CCOCCN1C[C@@H](CCC1)C(=O)O)C1=CC=CC=C1 ((R)-N-(2-(3-(3-Chlorophenyl)-3-phenyl-2-propen-1-yloxy)-ethyl)-3-piperidinecarboxylic acid). Yield: 96.5%. Reaction SMILES: C([O:3][C:4]([C@@H:6]1[CH2:11][CH2:10][CH2:9][N:8]([CH2:12][CH2:13][O:14][CH2:15][CH:16]=[C:17]([C:24]2[CH:29]=[CH:28][CH:27]=[C:26]([Cl:30])[CH:25]=2)[C:18]2[CH:23]=[CH:22][CH:21]=[CH:20][CH:19]=2)[CH2:7]1)=[O:5])C.[OH-].[Na+]>C(O)C>[Cl:30][C:26]1[CH:25]=[C:24]([C:17]([C:18]2[CH:23]=[CH:22][CH:21]=[CH:20][CH:19]=2)=[CH:16][CH2:15][O:14][CH2:13][CH2:12][N:8]2[CH2:9][CH2:10][CH2:11][C@@H:6]([C:4]([OH:5])=[O:3])[CH2:7]2)[CH:29]=[CH:28][CH:27]=1 |f:1.2|. Reported procedure: (R)-N-(2-(3-(3-Chlorophenyl)-3-phenyl-2-propen-1-yloxy)-ethyl)-3-piperidinecarboxylic acid ethyl ester (3.0 g, 7.0 mmol) dissolved in 96% ethanol (10 ml) and a 12 N sodium hydroxide solution (1.75 ml) was added. The reaction mixture was stirred at room temperature for 5 h. The solvent was evaporated in vacuo and dichloromethane was added (100 ml). A concentrated hydrochloric acid solution (2.9 ml) was added with cooling on an ice-bath. The phases were separated, and from the organic phase the so... Starting materials: NO (hydroxylamine), CN(C1CNCC1)C (3-(dimethylamino)pyrrolidine), FC1=CC=C(C#N)C=C1 (p-fluorobenzonitrile), C([O-])([O-])=O.[K+].[K+] (potassium carbonate). The solvent is C(C)O (ethanol), C(C)#N (acetonitrile). Conditions: temperature 80 celsius, time 12 hour. Product: CN(C1CN(CC1)C1=CC=C(C(=N)NO)C=C1)C (4-(3-Dimethylaminopyrrolidin-1-yl)-N-hydroxybenzamidine). Reaction SMILES: [CH3:1][N:2]([CH3:8])[CH:3]1[CH2:7][CH2:6][NH:5][CH2:4]1.F[C:10]1[CH:17]=[CH:16][C:13]([C:14]#[N:15])=[CH:12][CH:11]=1.C(=O)([O-])[O-].[K+].[K+].[NH2:24][OH:25]>C(O)C.C(#N)C>[CH3:1][N:2]([CH3:8])[CH:3]1[CH2:7][CH2:6][N:5]([C:10]2[CH:17]=[CH:16][C:13]([C:14]([NH:24][OH:25])=[NH:15])=[CH:12][CH:11]=2)[CH2:4]1 |f:2.3.4|. Procedure: A mixture of 3-(dimethylamino)pyrrolidine (1.1 g), p-fluorobenzonitrile (1.2 g), potassium carbonate (2.8 g) and acetonitrile (15 ml) was stirred at 80° C. for 12 h. The reaction solution was then filtered, and the precipitate was washed with acetonitrile, the solvent was removed in vacuo, and the residue was taken up again in ethyl acetate. The ethyl acetate phase was washed twice with water and then dried over sodium sulfate, and the solvent was removed in vacuo. The product obtained in this w...